From a dataset of the Open Reaction Database (ORD), a public repository of structured organic reaction records. describe an organic reaction: reactants, conditions, products, and yield Starting materials: C(CC)(=O)C=1C(CC(CC1O)C1=CC=C(C=C1)S(=O)C)=O (2-propionyl-3-hydroxy-5-(4-(methylsulfinyl)phenyl)cyclohex-2-en-1-one), FC(C(=O)OC(C(F)(F)F)=O)(F)F (trifluoroacetic anhydride). Conditions: time 3 hour. The product is C(CC)(=O)C=1C(CC(CC1O)C1=CC=C(C=C1)S)=O (2-Propionyl-3-hydroxy-5-(4-mercaptophenyl)cyclohex-2-en-1-one). RXN SMILES: [C:1]([C:5]1[C:6](=[O:21])[CH2:7][CH:8]([C:12]2[CH:17]=[CH:16][C:15]([S:18](C)=O)=[CH:14][CH:13]=2)[CH2:9][C:10]=1[OH:11])(=[O:4])[CH2:2][CH3:3].FC(F)(F)C(OC(=O)C(F)(F)F)=O>>[C:1]([C:5]1[C:6](=[O:21])[CH2:7][CH:8]([C:12]2[CH:13]=[CH:14][C:15]([SH:18])=[CH:16][CH:17]=2)[CH2:9][C:10]=1[OH:11])(=[O:4])[CH2:2][CH3:3]. Reported procedure: To 5 g (0.0163 mol) of 2-propionyl-3-hydroxy-5-(4-(methylsulfinyl)phenyl)cyclohex-2-en-1-one in a flask cooled in an ice-water bath was added 25 mL (0.177 mol) of trifluoroacetic anhydride dropwise over 5 minutes. The ice-water bath was removed and the solution stirred at ambient temperature for 3 hours. The solvent was removed in vacuo and the oil remaining was dissolved in 82 mL of 1N NaOH and the solution stirred at ambient temperature overnight. The mixture was diluted with 1200 mL of water,... The reactants are ClC1=CC2=C(C(=N1)C=O)C(=NN2C(C2=CC=CC=C2)(C2=CC=CC=C2)C2=CC=CC=C2)OC (6-chloro-3-methoxy-1-trityl-1H-pyrazolo[4,3-c]pyridine-4-carbaldehyde), C(#C)[Mg]Cl (ethynylmagnesium chloride). Conditions: temperature -78 celsius. The product is ClC1=CC2=C(C(=N1)C(C#C)O)C(=NN2C(C2=CC=CC=C2)(C2=CC=CC=C2)C2=CC=CC=C2)OC (1-(6-chloro-3-methoxy-1-trityl-1H-pyrazolo[4,3-c]pyridin-4-yl)prop-2-yn-1-ol). Isolated yield 97.1%. As a reaction SMILES: [Cl:1][C:2]1[N:7]=[C:6]([CH:8]=[O:9])[C:5]2[C:10]([O:32][CH3:33])=[N:11][N:12]([C:13]([C:26]3[CH:31]=[CH:30][CH:29]=[CH:28][CH:27]=3)([C:20]3[CH:25]=[CH:24][CH:23]=[CH:22][CH:21]=3)[C:14]3[CH:19]=[CH:18][CH:17]=[CH:16][CH:15]=3)[C:4]=2[CH:3]=1.[C:34]([Mg]Cl)#[CH:35]>>[Cl:1][C:2]1[N:7]=[C:6]([CH:8]([OH:9])[C:34]#[CH:35])[C:5]2[C:10]([O:32][CH3:33])=[N:11][N:12]([C:13]([C:14]3[CH:19]=[CH:18][CH:17]=[CH:16][CH:15]=3)([C:20]3[CH:21]=[CH:22][CH:23]=[CH:24][CH:25]=3)[C:26]3[CH:27]=[CH:28][CH:29]=[CH:30][CH:31]=3)[C:4]=2[CH:3]=1. Reported procedure: 6-chloro-3-methoxy-1-trityl-1H-pyrazolo[4,3-c]pyridine-4-carbaldehyde (11B, 250 mg, 0.551 mmol) was added to a oven dried 20 mL microwave vial, charged with THF (10 ml), degassed under nitrogen and cooled to −78° C. To the mixture was added ethynylmagnesium chloride (1.322 ml, 0.661 mmol) dropwise and the reaction was slowly warmed to rt over 30 minutes. The reaction was quenched with saturated ammonium chloride, extracted 3×20 mL EtOAc, washed with brine, dried over sodium sulfate filtered and ... The reactants are NC=1C=C(OCCNC(OC(C)(C)C)=O)C=CC1 (tert-butyl 2-(3-aminophenoxy)ethylcarbamate), CC(CC)S(=O)(=O)Cl (butane-2-sulfonyl chloride). Product: CC(CC)S(=O)(=O)NC=1C=C(OCCNC(OC(C)(C)C)=O)C=CC1 (tert-butyl 2-(3-(1-methylpropylsulfonamido)phenoxy)ethylcarbamate). Reaction SMILES: [NH2:1][C:2]1[CH:3]=[C:4]([CH:16]=[CH:17][CH:18]=1)[O:5][CH2:6][CH2:7][NH:8][C:9](=[O:15])[O:10][C:11]([CH3:14])([CH3:13])[CH3:12].[CH3:19][CH:20]([S:23](Cl)(=[O:25])=[O:24])[CH2:21][CH3:22]>>[CH3:19][CH:20]([S:23]([NH:1][C:2]1[CH:3]=[C:4]([CH:16]=[CH:17][CH:18]=1)[O:5][CH2:6][CH2:7][NH:8][C:9](=[O:15])[O:10][C:11]([CH3:14])([CH3:13])[CH3:12])(=[O:25])=[O:24])[CH2:21][CH3:22]. Reported procedure: Sulfonation of tert-butyl 2-(3-aminophenoxy)ethylcarbamate (3) using butane-2-sulfonyl chloride following the method described in Example 1 gave tert-butyl 2-(3-(1-methylpropylsulfonamido)phenoxy)ethylcarbamate (6) as a light yellow oil. 1H NMR (400 MHz, DMSO-d6) δ 9.72 (s, 1H), 7.17 (t, J=8.0 Hz, 1H), 6.97 (t, J=6.0 Hz, 1H), 6.76-6.78 (m, 2H), 6.59-6.62 (m, 1H), 3.87 (t, J=5.6 Hz, 2H), 3.24 (q, J=6.4 Hz, 2H), 2.93-3.02 (m, 1H), 1.80-1.91 (m, 1H), 1.40-1.48 (m, 1H), 1.35 (s, 9H), 1.19 (d, J=6.8 ...